This data is from the Open Reaction Database (ORD), a public repository of structured organic reaction records. The task is: describe an organic reaction: reactants, conditions, products, and yield Reactants: CS(=O)(=O)Cl, C, COc1ccc(-c2nc(N)nc(N)n2)c2ccccc12, O=C(O)c1cccnc1, O=S(=O)(Cl)Cl, c1ccncc1. Product: COc1ccc(-c2nc(N)nc(NC(=O)c3cccnc3)n2)c2ccccc12. Reaction SMILES: [CH3:10][S:11](=[O:12])(=[O:13])[Cl:14].[CH4:40].[NH2:15][c:16]1[n:17][c:18](-[c:23]2[cH:24][cH:25][c:26]([O:33][CH3:34])[c:27]3[cH:28][cH:29][cH:30][cH:31][c:32]23)[n:19][c:20]([NH2:22])[n:21]1.[OH:1][C:2](=[O:3])[c:4]1[cH:5][cH:6][cH:7][n:8][cH:9]1.[S:35]([Cl:36])([Cl:37])(=[O:38])=[O:39].[cH:41]1[cH:42][cH:43][n:44][cH:45][cH:46]1>>[C:2](=[O:3])([c:4]1[cH:5][cH:6][cH:7][n:8][cH:9]1)[NH:15][c:16]1[n:17][c:18](-[c:23]2[cH:24][cH:25][c:26]([O:33][CH3:34])[c:27]3[cH:28][cH:29][cH:30][cH:31][c:32]23)[n:19][c:20]([NH2:22])[n:21]1. Starting materials: CCOC(=O)N1CCC(N)CC1, CN(C)C=O, CCOC(C)=O, O=[N+]([O-])c1ccc(F)cc1F, [I-], [K+], [Na+], [Na+], O=C([O-])[O-], O. The product is CCOC(=O)N1CCC(Nc2cc(F)ccc2[N+](=O)[O-])CC1. RXN SMILES: [CH2:1]([CH3:2])[O:3][C:4](=[O:5])[N:6]1[CH2:7][CH2:8][CH:9]([NH2:12])[CH2:10][CH2:11]1.[CH3:32][N:33]([CH3:34])[CH:35]=[O:36].[CH3:38][CH2:39][O:40][C:41](=[O:42])[CH3:43].[F:13][c:14]1[c:15]([N+:21](=[O:22])[O-:23])[cH:16][cH:17][c:18]([F:20])[cH:19]1.[I-:31].[K+:30].[Na+:24].[Na+:25].[O-:26][C:27](=[O:28])[O-:29].[OH2:37]>>[CH2:1]([CH3:2])[O:3][C:4](=[O:5])[N:6]1[CH2:7][CH2:8][CH:9]([NH:12][c:14]2[c:15]([N+:21](=[O:22])[O-:23])[cH:16][cH:17][c:18]([F:20])[cH:19]2)[CH2:10][CH2:11]1. Reactants: ClC1=CC(=NC=2N1N=C(C2)C)N (7-Chloro-2-methylpyrazolo[1,5-a]pyrimidin-5-amine), FC(C1=NC=C(C(=O)Cl)C=C1)(F)F (6-(trifluoromethyl)nicotinoyl chloride), CN1CCCC1=O (NMP). Run in O (water). Run at time 1 hour. Product: desired product, ClC1=CC(=NC=2N1N=C(C2)C)NC(C2=CN=C(C=C2)C(F)(F)F)=O (N-(7-chloro-2-methylpyrazolo[1,5-a]pyrimidin-5-yl)-6-(trifluoromethyl)nicotinamide). As a reaction SMILES: [Cl:1][C:2]1[N:7]2[N:8]=[C:9]([CH3:11])[CH:10]=[C:6]2[N:5]=[C:4]([NH2:12])[CH:3]=1.[F:13][C:14]([F:25])([F:24])[C:15]1[CH:23]=[CH:22][C:18]([C:19](Cl)=[O:20])=[CH:17][N:16]=1.CN1C(=O)CCC1>O>[Cl:1][C:2]1[N:7]2[N:8]=[C:9]([CH3:11])[CH:10]=[C:6]2[N:5]=[C:4]([NH:12][C:19](=[O:20])[C:18]2[CH:22]=[CH:23][C:15]([C:14]([F:25])([F:13])[F:24])=[N:16][CH:17]=2)[CH:3]=1. Reported procedure: To a 20 ml scintillation vial was added 7-chloro-2-methylpyrazolo[1,5-a]pyrimidin-5-amine (1.1, 237 mg, 1.30 mmol), 6-(trifluoromethyl)nicotinoyl chloride (328 mg, 1.57 mmol), and NMP (5 mL) and the reaction mixture was stirred at rt for 1 hr. The reaction mixture was then diluted with water, filtered, and the filter cake rinsed thoroughly with water. Drying with suction under a stream of dry nitrogen resulted in the desired product N-(7-chloro-2-methylpyrazolo[1,5-a]pyrimidin-5-yl)-6-(trifluoro... Starting materials: COC1=C(C=CC=C1)CCOCCOC1=CC=C(C=C1)C1C(CN(CC1)C(=O)OC(C)(C)C)OCCOS(=O)(=O)C1=CC=C(C=C1)C (tert-butyl 4-(4-{2-[2-(2-Methoxyphenyl)ethoxy]ethoxy}phenyl)-3-[2-(toluene-4-sulphonyloxy)ethoxy]piperidine-1-carboxylate), OC1=C(C=CC=C1)CCNC(C)=O (N-[2-(2-hydroxyphenyl)ethyl]acetamide). Yields the product C(C)(=O)NCCC1=C(OCCOC2CN(CCC2C2=CC=C(C=C2)OCCOCCC2=C(C=CC=C2)OC)C(=O)OC(C)(C)C)C=CC=C1 (tert-Butyl 3-{2-[2-(2-acetylaminoethyl)phenoxy]ethoxy}-4-(4-{2-[2-(2-methoxyphenyl)ethoxy]ethoxy}phenyl)piperidine-1-carboxylate). As a reaction SMILES: [CH3:1][O:2][C:3]1[CH:8]=[CH:7][CH:6]=[CH:5][C:4]=1[CH2:9][CH2:10][O:11][CH2:12][CH2:13][O:14][C:15]1[CH:20]=[CH:19][C:18]([CH:21]2[CH2:26][CH2:25][N:24]([C:27]([O:29][C:30]([CH3:33])([CH3:32])[CH3:31])=[O:28])[CH2:23][CH:22]2[O:34][CH2:35][CH2:36][O:37]S(C2C=CC(C)=CC=2)(=O)=O)=[CH:17][CH:16]=1.O[C:49]1[CH:54]=[CH:53][CH:52]=[CH:51][C:50]=1[CH2:55][CH2:56][NH:57][C:58](=[O:60])[CH3:59]>>[C:58]([NH:57][CH2:56][CH2:55][C:50]1[CH:51]=[CH:52][CH:53]=[CH:54][C:49]=1[O:37][CH2:36][CH2:35][O:34][CH:22]1[CH:21]([C:18]2[CH:19]=[CH:20][C:15]([O:14][CH2:13][CH2:12][O:11][CH2:10][CH2:9][C:4]3[CH:5]=[CH:6][CH:7]=[CH:8][C:3]=3[O:2][CH3:1])=[CH:16][CH:17]=2)[CH2:26][CH2:25][N:24]([C:27]([O:29][C:30]([CH3:31])([CH3:32])[CH3:33])=[O:28])[CH2:23]1)(=[O:60])[CH3:59]. Procedure details: Analogously to Method G, 0.50 g of tert-butyl 4-(4-{2-[2-(2-Methoxyphenyl)ethoxy]ethoxy}phenyl)-3-[2-(toluene-4-sulphonyloxy)ethoxy]piperidine-1-carboxylate and 0.27 g of N-[2-(2-hydroxyphenyl)ethyl]acetamide are reacted. The title compound is obtained as a colourless oil. Rf=0.45 (EtOAc); Rt=5.52. Starting materials: CC1C(NC(=O)OC(C)(C)C)C(=O)N1OCc1ccccc1, CO. Product: CC1C(NC(=O)OC(C)(C)C)C(=O)N1O. Reaction SMILES: [C:1]([CH3:2])([CH3:3])([CH3:4])[O:5][C:6](=[O:7])[NH:8][CH:9]1[C:10](=[O:22])[N:11]([O:14][CH2:15][c:16]2[cH:17][cH:18][cH:19][cH:20][cH:21]2)[CH:12]1[CH3:13].[CH3:23][OH:24]>>[C:1]([CH3:2])([CH3:3])([CH3:4])[O:5][C:6](=[O:7])[NH:8][CH:9]1[C:10](=[O:22])[N:11]([OH:14])[CH:12]1[CH3:13]. The reactants are COC1=CC=C(COC=2C=CC=3N(C2)C(=C(N3)N)C)C=C1 (6-[(4-methoxybenzyl)oxy]-3-methylimidazo[1,2-a]pyridin-2-amine), C1(CC1)C(=O)Cl (cyclopropanecarbonyl chloride), C(C)(=O)OCC (Ethyl acetate), C(O)([O-])=O.[Na+] (sodium hydrogen carbonate). Run in CN(C(C)=O)C (N,N-dimethylacetamide). Reaction conditions: temperature 0 celsius, time 2 hour. Yields the product COC1=CC=C(COC=2C=CC=3N(C2)C(=C(N3)NC(=O)C3CC3)C)C=C1 (N-{6-[(4-methoxybenzyl)oxy]-3-methylimidazo[1,2-a]pyridin-2-yl}cyclopropanecarboxamide). Isolated yield 60.5%. RXN SMILES: [CH3:1][O:2][C:3]1[CH:21]=[CH:20][C:6]([CH2:7][O:8][C:9]2[CH:10]=[CH:11][C:12]3[N:13]([C:15]([CH3:19])=[C:16]([NH2:18])[N:17]=3)[CH:14]=2)=[CH:5][CH:4]=1.[CH:22]1([C:25](Cl)=[O:26])[CH2:24][CH2:23]1.C(OCC)(=O)C.C(=O)([O-])O.[Na+]>CN(C)C(=O)C>[CH3:1][O:2][C:3]1[CH:4]=[CH:5][C:6]([CH2:7][O:8][C:9]2[CH:10]=[CH:11][C:12]3[N:13]([C:15]([CH3:19])=[C:16]([NH:18][C:25]([CH:22]4[CH2:24][CH2:23]4)=[O:26])[N:17]=3)[CH:14]=2)=[CH:20][CH:21]=1 |f:3.4|. Reported procedure: To a solution of 6-[(4-methoxybenzyl)oxy]-3-methylimidazo[1,2-a]pyridin-2-amine (1.0 g, 3.53 mmol) in N,N-dimethylacetamide (10 mL) was added cyclopropanecarbonyl chloride (352 μL, 3.88 mmol), and the mixture was stirred at 0° C. for 2 hr. Ethyl acetate and saturated aqueous sodium hydrogen carbonate solution were added to the reaction mixture, and the mixture was extracted 3 times with ethyl acetate. The organic layer was washed with saturated brine, dried over anhydrous magnesium sulfate and f... Conditions: temperature 70 celsius. Procedure: To a solution of 3-fluoro-4-hydroxybenzoic acid (25.0 g) in methanol (150 mL) was added sulfuric acid (20.0 mL), and the mixture was heated under reflux for 1 day. To the reaction mixture was added saturated brine, and the mixture was extracted with ethyl acetate. The obtained organic layer was dried over anhydrous magnesium sulfate, and the solvent was evaporated under reduced pressure. To a solution of the obtained residue in DMF (200 mL) were added potassium carbonate (33.2 g) and benzyl brom... The solvent is [Cl-].[Na+].O (brine), CO (methanol). The yield is 184.1%. As a reaction SMILES: [F:1][C:2]1[CH:3]=[C:4]([CH:8]=[CH:9][C:10]=1[OH:11])[C:5]([OH:7])=[O:6].S(=O)(=O)(O)O>CO.[Cl-].[Na+].O>[CH2:5]([O:11][C:10]1[CH:9]=[CH:8][C:4]([C:5]([OH:7])=[O:6])=[CH:3][C:2]=1[F:1])[C:4]1[CH:8]=[CH:9][CH:10]=[CH:2][CH:3]=1 |f:3.4.5|. Starting materials: FC=1C=C(C(=O)O)C=CC1O (3-fluoro-4-hydroxybenzoic acid), S(O)(O)(=O)=O (sulfuric acid). Yields the product C(C1=CC=CC=C1)OC1=C(C=C(C(=O)O)C=C1)F (4-(benzyloxy)-3-fluorobenzoic Acid).